This data is from the Open Reaction Database (ORD), a public repository of structured organic reaction records. The task is: describe an organic reaction: reactants, conditions, products, and yield Reactants: CO, COCCn1nc(-c2ccccc2)nc1CCc1nc2c(C)ncc(C)n2n1, ClC(Cl)Cl, C[Si](C)(C)I, [Na+], [Na+], O=S([O-])[O-]. Product: Cc1ncc(C)n2nc(CCc3nc(-c4ccccc4)nn3CCO)nc12. RXN SMILES: [CH3:34][OH:35].[CH3:6][O:7][CH2:8][CH2:9][n:10]1[n:11][c:12](-[c:28]2[cH:29][cH:30][cH:31][cH:32][cH:33]2)[n:13][c:14]1[CH2:15][CH2:16][c:17]1[n:18][n:19]2[c:20]([c:21]([CH3:26])[n:22][cH:23][c:24]2[CH3:25])[n:27]1.[CH:42]([Cl:43])([Cl:44])[Cl:45].[I:1][Si:2]([CH3:3])([CH3:4])[CH3:5].[Na+:40].[Na+:41].[S:36]([O-:37])([O-:38])=[O:39]>>[OH:7][CH2:8][CH2:9][n:10]1[n:11][c:12](-[c:28]2[cH:29][cH:30][cH:31][cH:32][cH:33]2)[n:13][c:14]1[CH2:15][CH2:16][c:17]1[n:18][n:19]2[c:20]([c:21]([CH3:26])[n:22][cH:23][c:24]2[CH3:25])[n:27]1. Starting materials: Cc1ccc(C)n1-c1ccc(C(CN(CC2CCc3cc(B4OC(C)(C)C(C)(C)O4)ccc3O2)C(=O)OC(C)(C)C)O[Si](C)(C)C(C)(C)C)cn1, C1COCCO1, Cc1ccccc1, COC(=O)c1ccc(I)cc1, [Na+], [Na+], O=C([O-])[O-]. Product: COC(=O)c1ccc(-c2ccc3c(c2)CCC(CN(CC(O[Si](C)(C)C(C)(C)C)c2ccc(-n4c(C)ccc4C)nc2)C(=O)OC(C)(C)C)O3)cc1. RXN SMILES: [C:1]([CH3:2])([CH3:3])([CH3:4])[Si:5]([O:6][CH:7]([CH2:8][N:9]([C:10]([O:11][C:12]([CH3:13])([CH3:14])[CH3:15])=[O:16])[CH2:17][CH:18]1[O:19][c:20]2[cH:21][cH:22][c:23]([B:28]3[O:29][C:30]([CH3:31])([CH3:32])[C:33]([CH3:34])([CH3:35])[O:36]3)[cH:24][c:25]2[CH2:26][CH2:27]1)[c:37]1[cH:38][n:39][c:40](-[n:43]2[c:44]([CH3:49])[cH:45][cH:46][c:47]2[CH3:48])[cH:41][cH:42]1)([CH3:50])[CH3:51].[CH2:76]1[O:77][CH2:78][CH2:79][O:80][CH2:81]1.[CH3:69][c:70]1[cH:71][cH:72][cH:73][cH:74][cH:75]1.[I:52][c:53]1[cH:54][cH:55][c:56]([C:57](=[O:58])[O:59][CH3:60])[cH:61][cH:62]1.[Na+:63].[Na+:64].[O-:65][C:66](=[O:67])[O-:68]>>[C:1]([CH3:2])([CH3:3])([CH3:4])[Si:5]([O:6][CH:7]([CH2:8][N:9]([C:10]([O:11][C:12]([CH3:13])([CH3:14])[CH3:15])=[O:16])[CH2:17][CH:18]1[O:19][c:20]2[cH:21][cH:22][c:23](-[c:53]3[cH:54][cH:55][c:56]([C:57](=[O:58])[O:59][CH3:60])[cH:61][cH:62]3)[cH:24][c:25]2[CH2:26][CH2:27]1)[c:37]1[cH:38][n:39][c:40](-[n:43]2[c:44]([CH3:49])[cH:45][cH:46][c:47]2[CH3:48])[cH:41][cH:42]1)([CH3:50])[CH3:51]. Starting materials: C1(CCCC1)N1CCN(CC1)C(=O)C=1C=C2C=C(NC2=CC1)C(=O)O (5-(4-cyclopentyl-piperazine-1-carbonyl)-1H-indole-2-carboxylic acid), Cl (hydrochloride), F[B-](F)(F)F.N1(N=NC2=C1C=CC=C2)OC(=[N+](C)C)N(C)C (O-(benzotriazol-1-yl)-N,N,N′,N′-tetramethyluronium tetrafluoroborate), 4-methoxy piperidine(commercially available), C(C)(C)N(C(C)C)CC (N,N-diisopropylethylamine), CN(C=O)C (N,N-dimethylformamide). Yields the product C1(CCCC1)N1CCN(CC1)C(=O)C=1C=C2C=C(NC2=CC1)C(=O)N1CCC(CC1)OC ([5-(4-Cyclopentyl-piperazine-1-carbonyl)-1H-indol-2-yl]-(4-methoxy-piperidin-1-yl)-methanone). Reaction SMILES: [CH:1]1([N:6]2[CH2:11][CH2:10][N:9]([C:12]([C:14]3[CH:15]=[C:16]4[C:20](=[CH:21][CH:22]=3)[NH:19][C:18]([C:23](O)=[O:24])=[CH:17]4)=[O:13])[CH2:8][CH2:7]2)[CH2:5][CH2:4][CH2:3][CH2:2]1.Cl.F[B-](F)(F)F.[N:32]1(OC(N(C)C)=[N+](C)C)[C:36]2[CH:37]=[CH:38][CH:39]=[CH:40]C=2N=N1.C(N(CC)C(C)C)(C)C.CN(C)[CH:60]=[O:61]>>[CH:1]1([N:6]2[CH2:7][CH2:8][N:9]([C:12]([C:14]3[CH:15]=[C:16]4[C:20](=[CH:21][CH:22]=3)[NH:19][C:18]([C:23]([N:32]3[CH2:36][CH2:37][CH:38]([O:61][CH3:60])[CH2:39][CH2:40]3)=[O:24])=[CH:17]4)=[O:13])[CH2:10][CH2:11]2)[CH2:5][CH2:4][CH2:3][CH2:2]1 |f:2.3|. Procedure: The title compound was synthesized in analogy to example 1, from 5-(4-cyclopentyl-piperazine-1-carbonyl)-1H-indole-2-carboxylic acid 1:1 hydrochloride, O-(benzotriazol-1-yl)-N,N,N′,N′-tetramethyluronium tetrafluoroborate (commercially available), 4-methoxy piperidine(commercially available) and N,N-diisopropylethylamine in N,N-dimethylformamide to give the desired product after purification by preparative HPLC on reversed phase eluting with a gradient formed from acetonitrile/water/formic acid. RXN SMILES: [C:1]([O:5][C:6](=[O:16])[NH:7][C:8]1[N:13]=[C:12]([CH2:14]O)[CH:11]=[CH:10][N:9]=1)([CH3:4])([CH3:3])[CH3:2].CCN(S(F)(F)[F:23])CC>C(Cl)Cl>[C:1]([O:5][C:6](=[O:16])[NH:7][C:8]1[N:13]=[C:12]([CH2:14][F:23])[CH:11]=[CH:10][N:9]=1)([CH3:4])([CH3:3])[CH3:2]. Yield: 31.7%. The reactants are C(C)(C)(C)OC(NC1=NC=CC(=N1)CO)=O ((4-hydroxymethylpyrimidin-2-yl)carbamic acid tert-butyl ester), CCN(CC)S(F)(F)F (DAST). Reported procedure: A solution of (4-hydroxymethylpyrimidin-2-yl)carbamic acid tert-butyl ester (450 mg, 2.0 mmol) in DCM (10 mL) at 0° C. was treated with DAST (396 μL, 3.0 mmol) and stirred for 10 minutes. The reaction mixture was partitioned between DCM and sodium bicarbonate (sat. aq.). The organic layer was dried over anhydrous sodium sulfate and concentrated under reduced pressure. The residue was purified by silica gel chromatography (50% ethyl acetate in cyclohexane) to afford the title compound as a white ... Solvent: C(Cl)Cl (DCM). Conditions: time 10 minute. Product: C(C)(C)(C)OC(NC1=NC=CC(=N1)CF)=O ((4-Fluoromethylpyrimidin-2-yl)carbamic acid tert-butyl ester).